Dataset: the Open Reaction Database (ORD), a public repository of structured organic reaction records. Task: describe an organic reaction: reactants, conditions, products, and yield The reactants are CC(C)C[Al+]CC(C)C, COC(=O)c1ccncc1OC, Cc1ccccc1, [H-]. Yields the product COc1cnccc1C=O. Reaction SMILES: [CH2:14]([Al+:15][CH2:16][CH:17]([CH3:18])[CH3:19])[CH:20]([CH3:21])[CH3:22].[CH3:1][O:2][c:3]1[c:4]([C:5](=[O:6])[O:7][CH3:8])[cH:9][cH:10][n:11][cH:12]1.[CH3:23][c:24]1[cH:25][cH:26][cH:27][cH:28][cH:29]1.[H-:13]>>[CH3:1][O:2][c:3]1[c:4]([CH:5]=[O:6])[cH:9][cH:10][n:11][cH:12]1. The product is 9.6, CN(CCC1=C(C(=O)N)C=CC=C1)C1CC1 (2-(methylcyclopropylamino)ethyl-benzamide). As a reaction SMILES: CO[C:3]1[CH:11]=[C:10](N)[C:9](Cl)=[CH:8][C:4]=1[C:5]([OH:7])=O.C(N1C=CN=C1)([N:16]1C=CN=C1)=O.[CH3:26][N:27]([CH:31]1[CH2:33][CH2:32]1)[CH2:28][CH2:29]N.O>O1CCCC1>[CH3:26][N:27]([CH:31]1[CH2:33][CH2:32]1)[CH2:28][CH2:29][C:3]1[CH:11]=[CH:10][CH:9]=[CH:8][C:4]=1[C:5]([NH2:16])=[O:7]. Procedure: 15.6 g of N-acetyl-N'-methylcyclopropylethylenediamine are refluxed during two hours with 80 ml of 15% hydrochloric acid. The solution is then saturated with sodium hydroxide, extracted with ethyl ether, the organic extract is dried and evaporated at 20° C./15 mm/Hg. Gas-chromatographically pure N-acetyl-N'-methyl-N'-cyclopropylethylene is thus obtained. 8.06 g (0.04 mole) of 2-methoxy-4-amino-5-chlorobenzoic acid and 7.12 g (0.044 mole) of carbonyldiimidazole are suspended in 80 ml of tetrahydr... Run in O1CCCC1 (tetrahydrofuran), O1CCCC1 (tetrahydrofuran). The yield is 80.6%. Reaction conditions: time 1 hour. Starting materials: CN(CCN)C1CC1 (N-methyl-N-cyclopropylethylenediamine), O (water), COC1=C(C(=O)O)C=C(C(=C1)N)Cl (2-methoxy-4-amino-5-chlorobenzoic acid), C(=O)(N1C=NC=C1)N1C=NC=C1 (carbonyldiimidazole). The reactants are O=C1CCC(=O)N1Br, O=C([O-])O, ClCCl, Clc1cc(N2CCOCC2)n2nccc2n1, [Na+]. Product: Clc1cc(N2CCOCC2)n2ncc(Br)c2n1. RXN SMILES: [Br:17][N:18]1[C:19](=[O:20])[CH2:21][CH2:22][C:23]1=[O:24].[C:28](=[O:29])([OH:30])[O-:31].[CH2:25]([Cl:26])[Cl:27].[Cl:1][c:2]1[n:3][c:4]2[n:5]([c:6]([N:8]3[CH2:9][CH2:10][O:11][CH2:12][CH2:13]3)[cH:7]1)[n:14][cH:15][cH:16]2.[Na+:32]>>[Cl:1][c:2]1[n:3][c:4]2[n:5]([c:6]([N:8]3[CH2:9][CH2:10][O:11][CH2:12][CH2:13]3)[cH:7]1)[n:14][cH:15][c:16]2[Br:17]. The reactants are O (Water), CO[C@@H]1[C@]2(C)[C@@H](CC1)[C@@H]1CC[C@H]3CC([C@@H](C[C@]3(C)[C@H]1CC2)C)=O (17β-methoxy-2α-methyl-5α-androstan-3-one), Cl.NO (hydroxylamine hydrochloride), C(C)(=O)[O-].[Na+] (sodium acetate). Run in C(C)O (ethanol). Product: CO[C@@H]1[C@]2(C)[C@@H](CC1)[C@@H]1CC[C@H]3CC([C@@H](C[C@]3(C)[C@H]1CC2)C)=NO (17β-Methoxy-2α-methyl-5α-androstan-3-one oxime). RXN SMILES: [CH3:1][O:2][C@H:3]1[CH2:8][CH2:7][C@H:6]2[C@H:9]3[C@H:19]([CH2:20][CH2:21][C@:4]12[CH3:5])[C@:17]1([CH3:18])[C@H:12]([CH2:13][C:14](=O)[C@H:15]([CH3:22])[CH2:16]1)[CH2:11][CH2:10]3.Cl.[NH2:25][OH:26].C([O-])(=O)C.[Na+].O>C(O)C>[CH3:1][O:2][C@H:3]1[CH2:8][CH2:7][C@H:6]2[C@H:9]3[C@H:19]([CH2:20][CH2:21][C@:4]12[CH3:5])[C@:17]1([CH3:18])[C@H:12]([CH2:13][C:14](=[N:25][OH:26])[C@H:15]([CH3:22])[CH2:16]1)[CH2:11][CH2:10]3 |f:1.2,3.4|. Procedure details: A mixture of 17β-methoxy-2α-methyl-5α-androstan-3-one (Acta. Endocrinology 36, 83 (1961), 0.5 g.), hydroxylamine hydrochloride (0.218 g.) and sodium acetate (0.258 g.) in ethanol (20 ml.) is refluxed for 1 hour. Water is then added; a precipitate forms which is filtered, washed, dried and recrystallized from methylene chloride-acetone to give the title compound, m.p. 203°-211°; IR (mull) 3360 and 1650 cm-1 ; MS (me) 333; NMR (CDCl3) 0.75, 0.93, 1.06, 3.15 and 3.33 δ. Starting materials: CC(O)c1nc2nc(Cl)ccc2[nH]1, CC(C)(O)c1cc(F)c(-c2cc(C(N)=O)c(N)s2)c(F)c1. The product is CC(O)c1nc2nc(Nc3sc(-c4c(F)cc(C(C)(C)O)cc4F)cc3C(N)=O)ccc2[nH]1. Reaction SMILES: [Cl:22][c:23]1[cH:24][cH:25][c:26]2[c:27]([n:28]1)[n:29][c:30]([CH:32]([CH3:33])[OH:34])[nH:31]2.[NH2:1][c:2]1[s:3][c:4](-[c:10]2[c:11]([F:21])[cH:12][c:13]([C:17]([CH3:18])([CH3:19])[OH:20])[cH:14][c:15]2[F:16])[cH:5][c:6]1[C:7](=[O:8])[NH2:9]>>[NH:1]([c:2]1[s:3][c:4](-[c:10]2[c:11]([F:21])[cH:12][c:13]([C:17]([CH3:18])([CH3:19])[OH:20])[cH:14][c:15]2[F:16])[cH:5][c:6]1[C:7](=[O:8])[NH2:9])[c:23]1[cH:24][cH:25][c:26]2[c:27]([n:28]1)[n:29][c:30]([CH:32]([CH3:33])[OH:34])[nH:31]2. The reactants are ClCCl, OC1CCC(c2cccc(F)c2F)Cc2cccnc21, OC1CCC(c2cccc(F)c2F)Cc2cccnc21. Product: Fc1cccc(C2CCCc3ncccc3C2)c1F. RXN SMILES: [Cl:41][CH2:42][Cl:43].[F:1][c:2]1[c:3]([CH:9]2[CH2:10][c:11]3[c:12]([n:13][cH:14][cH:15][cH:16]3)[CH:17]([OH:20])[CH2:18][CH2:19]2)[cH:4][cH:5][cH:6][c:7]1[F:8].[F:21][c:22]1[c:23]([F:24])[cH:25][cH:26][cH:27][c:28]1[CH:29]1[CH2:30][CH2:31][CH:32]([OH:33])[c:34]2[n:35][cH:36][cH:37][cH:38][c:39]2[CH2:40]1>>[F:1][c:2]1[c:3]([CH:9]2[CH2:10][c:11]3[c:12]([n:13][cH:14][cH:15][cH:16]3)[CH2:17][CH2:18][CH2:19]2)[cH:4][cH:5][cH:6][c:7]1[F:8]. Starting materials: N1(CCNCCC1)C(=O)OC(C)(C)C (tert-butyl 1-homopiperazinecarboxylate), resin, BrCC=C (3-bromoprop-1-ene). Solvent: ClCCl (dichloromethane). Conditions: time 2 hour. The product is C(C=C)N1CCNCCC1 (1-prop-2-enyl-1,4-diazepane). The yield is 58.0%. Reaction SMILES: [N:1]1([C:8](OC(C)(C)C)=O)[CH2:7][CH2:6][CH2:5][NH:4][CH2:3][CH2:2]1.Br[CH2:16][CH:17]=C>ClCCl>[CH2:8]([N:1]1[CH2:7][CH2:6][CH2:5][NH:4][CH2:3][CH2:2]1)[CH:16]=[CH2:17]. Procedure: To a solution of tert-butyl 1-homopiperazinecarboxylate (9.73 mL, 50 mmol) in dichloromethane (250 mL) was added PS-TBD resin (40 g, 100 mmol) and 3-bromoprop-1-ene (4.33 mL, 50 mmol) dropwise at 25° C. The mixture was stirred for 2 h. The PS-TBD was filtered off and the filtrate evaporated to dryness, redissolved in MeOH/EtOAc (1:9) and then filtered through a short silica column. The filtrate obtained was evaporated to dryness, treated with TFA (20 ml) and then stirred at room temperature for ...